This data is from the Open Reaction Database (ORD), a public repository of structured organic reaction records. The task is: describe an organic reaction: reactants, conditions, products, and yield The reactants are O=Cc1cccc(Br)n1, CC(=O)O[BH-](OC(C)=O)OC(C)=O, O=C([O-])O, CCOC(C)=O, CC(C)c1noc(CN)n1, CC(Cl)Cl, [Na+], [Na+], [Na+], [Na+], O=C([O-])[O-]. Yields the product CC(C)c1noc(CNCc2cccc(Br)n2)n1. As a reaction SMILES: [Br:1][c:2]1[cH:3][cH:4][cH:5][c:6]([CH:8]=[O:9])[n:7]1.[C:20]([O:21][BH-:22]([O:23][C:24](=[O:25])[CH3:26])[O:27][C:28](=[O:29])[CH3:30])(=[O:31])[CH3:32].[C:34](=[O:35])([OH:36])[O-:37].[CH3:49][CH2:50][O:51][C:52](=[O:53])[CH3:54].[CH:10]([CH3:11])([CH3:12])[c:13]1[n:14][o:15][c:16]([CH2:18][NH2:19])[n:17]1.[Cl:45][CH:46]([Cl:47])[CH3:48].[Na+:33].[Na+:38].[Na+:39].[Na+:40].[O-:41][C:42](=[O:43])[O-:44]>>[Br:1][c:2]1[cH:3][cH:4][cH:5][c:6]([CH2:8][NH:19][CH2:18][c:16]2[o:15][n:14][c:13]([CH:10]([CH3:11])[CH3:12])[n:17]2)[n:7]1. Starting materials: ClC1=NC(=CC(=C1C#N)C)Cl (2,6-dichloro-3-cyano-4-methylpyridine), C(C)(C)(C)N (t-butylamine). Run at time 8 hour. Product: C(C)(C)(C)NC1=CC(=C(C(=N1)Cl)C#N)C (6-t-butylamino-2-chloro-3-cyano-4-methylpyridine). Reaction SMILES: [Cl:1][C:2]1[C:7]([C:8]#[N:9])=[C:6]([CH3:10])[CH:5]=[C:4](Cl)[N:3]=1.[C:12]([NH2:16])([CH3:15])([CH3:14])[CH3:13]>>[C:12]([NH:16][C:4]1[N:3]=[C:2]([Cl:1])[C:7]([C:8]#[N:9])=[C:6]([CH3:10])[CH:5]=1)([CH3:15])([CH3:14])[CH3:13]. Procedure details: 1 g. (5.35 mmol.) of 2,6-dichloro-3-cyano-4-methylpyridine and approximately 40 ml. of t-butylamine (distilled from sodium hydride) were heated together in a reaction bomb at 200° C. for 5 hrs. Heating for an additional 4 hrs. at the same temperature produced no further change in the reaction mixture. The reaction mixture was allowed to stand overnight and was evaporated at reduced pressure to obtain a gummy solid. The gummy solid was partitioned between water containing a trace of sodium carbon... Starting materials: [H-].[Na+] (NaH), CN(C)C=O (DMF), BrCC(=O)OCC (ethyl bromoacetate), ClC=1C=CC(=C(C1)[C@@H]([C@H]1CN(CCC1)C(=O)OC(C)(C)C)O)C ((R)-tert-butyl 3-((R)-(5-chloro-2-methylphenyl)(hydroxy)methyl)piperidine-1-carboxylate). The product is ClC=1C=CC(=C(C1)[C@@H]([C@H]1CN(CCC1)C(=O)OC(C)(C)C)OCC(=O)OCC)C ((R)-tert-butyl 3-((R)-(5-chloro-2-methylphenyl)(2-ethoxy-2-oxoethoxy)methyl)piperidine-1-carboxylate). Reaction SMILES: [H-].[Na+].CN(C=O)C.[Cl:8][C:9]1[CH:10]=[CH:11][C:12]([CH3:30])=[C:13]([C@H:15]([OH:29])[C@@H:16]2[CH2:21][CH2:20][CH2:19][N:18]([C:22]([O:24][C:25]([CH3:28])([CH3:27])[CH3:26])=[O:23])[CH2:17]2)[CH:14]=1.Br[CH2:32][C:33]([O:35][CH2:36][CH3:37])=[O:34]>C1COCC1>[Cl:8][C:9]1[CH:10]=[CH:11][C:12]([CH3:30])=[C:13]([C@H:15]([O:29][CH2:32][C:33]([O:35][CH2:36][CH3:37])=[O:34])[C@@H:16]2[CH2:21][CH2:20][CH2:19][N:18]([C:22]([O:24][C:25]([CH3:26])([CH3:27])[CH3:28])=[O:23])[CH2:17]2)[CH:14]=1 |f:0.1|. Isolated yield 40.0%. Procedure details: To a suspension of NaH (5.64 g, 0.141 mol) in the mixed solvent of DMF (70 mL) and THF (70 mL) at −25° C. was added dropwise a solution of (R)-tert-butyl 3-((R)-(5-chloro-2-methylphenyl)(hydroxy)methyl)piperidine-1-carboxylate (16 g, 47 mmol) in anhydrous THF (100 mL), the reaction mixture was stirred for 1 hr at rt. A solution of ethyl bromoacetate (15.6 g, 94 mmol) in anhydrous THF (70 mL) was added dropwise to the above mixture at −10-−5° C. After addition, the reaction mixture was stirred fo... Run in C1CCOC1 (THF), C1CCOC1 (THF), C1CCOC1 (THF). Conditions: time 1 hour. Reactants: C1=CC2=C(C=C1C(=O)C3=CC4=C(C=C3)C(=O)OC4=O)C(=O)OC2=O (3,3',4,4'-benzophenonetetracarboxylic dianhydride), C(C)O (ethanol). Run in CN1C(CCC1)=O (N-methyl-2-pyrrolidone). Product: C(C1=CC=CC=C1)(=O)C1=CC=CC=C1 (benzophenone). As a reaction SMILES: [CH:1]1[C:6]([C:7]([C:9]2[CH:14]=[CH:13][C:12]3C(OC(=O)[C:11]=3[CH:10]=2)=O)=[O:8])=[CH:5][C:4]2C(OC(=O)[C:3]=2[CH:2]=1)=O.C(O)C>CN1CCCC1=O>[C:7]([C:9]1[CH:14]=[CH:13][CH:12]=[CH:11][CH:10]=1)(=[O:8])[C:6]1[CH:1]=[CH:2][CH:3]=[CH:4][CH:5]=1. Procedure: 32.21 Gram of 3,3',4,4'-benzophenonetetracarboxylic dianhydride in 69.1 g of N-methyl-2-pyrrolidone was heated to 80° C., and 9.21 g of ethanol was added and reacted at 100° C. for 2 hr to form a solution of benzophenone-tetracarboxylic ester. To this solution was added 20.01 g of 4,4'-diaminodiphenyl ether and reacted at 80° C. for 3 hr. The thus obtained solution of poly(amic acid) ester oligomer was found to have a viscosity of 2 poises at 25° C.